Dataset: the Open Reaction Database (ORD), a public repository of structured organic reaction records. Task: describe an organic reaction: reactants, conditions, products, and yield Starting materials: O1CCOC12CCN(CC2)C2=CC=C(C=C2)NS(=O)(=O)C2=CC=C(C=C2)NC(C)=O (N-{4-[4-(1,4-Dioxa-8-aza-spiro[4.5]dec-8-yl)-phenylsulfamoyl]-phenyl}-acetamide), Cl (hydrochloric acid). The solvent is [OH-].[Na+] (NaOH). Reaction conditions: time 30 minute. Product: O=C1CCN(CC1)C1=CC=C(C=C1)NS(=O)(=O)C1=CC=C(C=C1)NC(C)=O (N-{4-[4-(4-Oxo-piperidine-1-yl)-phenylsulfamoyl]-phenyl}-acetamide). Yield: 60.7%. RXN SMILES: O1[C:5]2([CH2:10][CH2:9][N:8]([C:11]3[CH:16]=[CH:15][C:14]([NH:17][S:18]([C:21]4[CH:26]=[CH:25][C:24]([NH:27][C:28](=[O:30])[CH3:29])=[CH:23][CH:22]=4)(=[O:20])=[O:19])=[CH:13][CH:12]=3)[CH2:7][CH2:6]2)[O:4]CC1.Cl>[OH-].[Na+]>[O:4]=[C:5]1[CH2:6][CH2:7][N:8]([C:11]2[CH:16]=[CH:15][C:14]([NH:17][S:18]([C:21]3[CH:26]=[CH:25][C:24]([NH:27][C:28](=[O:30])[CH3:29])=[CH:23][CH:22]=3)(=[O:19])=[O:20])=[CH:13][CH:12]=2)[CH2:9][CH2:10]1 |f:2.3|. Procedure details: N-{4-[4-(1,4-Dioxa-8-aza-spiro[4.5]dec-8-yl)-phenylsulfamoyl]-phenyl}-acetamide (which was obtained in Example 215) (2.2 g, 5.1 mmol) was treated with concentrated hydrochloric acid (50 mL) at 0° C. and then allowed to warm to room temperature. After 30 min., 20 mL of 5 N NaOH was added dropwise and the precipitate was collected by filtration, and dried over P2O5 to give the title compound as a white solid (1.2 g); 1H NMR (300 MHz, DMSO-d6) δ 2.06 (s, 3H), 2.43 (t, J=5.8 Hz, 4H), 3.53 (t, J=5.8 ... The reactants are C(Br)(Br)(Br)Br (carbon tetrabromide), COC1=CC=C(C=N1)N1CCC(CC1)CO ((6′-methoxy-3,4,5,6-tetrahydro-2H-[1,3′]bipyridinyl-4-yl)-methanol), C1(=CC=CC=C1)P(C1=CC=CC=C1)C1=CC=CC=C1 (triphenylphoshine). Run in C(Cl)Cl (methylene chloride). Run at temperature 0 celsius, time 30 minute. Product: BrCC1CCN(CC1)C=1C=NC(=CC1)OC (4-bromomethyl-6′-methoxy-3,4,5,6-tetrahydro-2H-[1,3′]bipyridinyl). RXN SMILES: [CH3:1][O:2][C:3]1[N:8]=[CH:7][C:6]([N:9]2[CH2:14][CH2:13][CH:12]([CH2:15]O)[CH2:11][CH2:10]2)=[CH:5][CH:4]=1.C(Br)(Br)(Br)[Br:18].C1(P(C2C=CC=CC=2)C2C=CC=CC=2)C=CC=CC=1>C(Cl)Cl>[Br:18][CH2:15][CH:12]1[CH2:13][CH2:14][N:9]([C:6]2[CH:7]=[N:8][C:3]([O:2][CH3:1])=[CH:4][CH:5]=2)[CH2:10][CH2:11]1. Procedure details: (6′-methoxy-3,4,5,6-tetrahydro-2H-[1,3′]bipyridinyl-4-yl)-methanol (300 mg, 1.35 mmol) is dissolved in methylene chloride (10 mL). carbon tetrabromide (561 mg, 1.69 mmol) is added and dissolved. The solution is cooled to 0° C. and triphenylphoshine (529 mg, 2.02 mmol) is added portionwise. The reaction is allowed to come to r.t. and is stirred for 30 min. The volume is then reduced under vacuum to ˜2 ml and purified by flash chromatography on silica gel using 2% methanol/methylene chloride as th... The reactants are C1(=CC=CC=C1)P(C1=CC=CC=C1)C1=CC=CC=C1 (Triphenylphosphine), CC(C)OC(=O)/N=N/C(=O)OC(C)C (DIAD), N(CCO)(CCO)CCO (triethanolamine), COC1=CC(=CC(=C1OC)OC)/C=C/C(=O)N2CCC=CC2=O (piperlongumine). The solvent is C1(=CC=CC=C1)C (toluene), C1CCOC1 (THF). Run at time 10 minute. The product is C(C(=C)C)(=O)NC(\C=C\C)=O ((E)-N-methacryloylbut-2-enamide). The yield is 47.0%. As a reaction SMILES: [C:1]1(P(C2C=CC=CC=2)C2C=CC=CC=2)C=CC=CC=1.CC(OC(/N=N/C(OC(C)C)=O)=O)C.COC1C(OC)=C(OC)C=C(/[CH:46]=[CH:47]/[C:48]([N:50]2[C:55](=[O:56])[CH:54]=[CH:53][CH2:52]C2)=[O:49])C=1.N(CCO)(CCO)CCO>C1(C)C=CC=CC=1.C1COCC1>[C:48]([NH:50][C:55](=[O:56])/[CH:54]=[CH:53]/[CH3:52])(=[O:49])[C:47]([CH3:46])=[CH2:1]. Procedure: Experimental Procedure: Triphenylphosphine (79.0 mg, 0.30 mmol) and DIAD (61.0 mg, 0.30 mmol) were dissolved to a 1:1 mixture of THF and toluene (2 mL); then mono-demethylated piperlongumine (46.0 mg, 0.15 mmol) was added. After 10 min, triethanolamine (6.80 mg, 0.05 mmol) was added to the mixture. The reaction was stirred at room temperature for 3 h. At the end, the solvent was evaporated under vacuum. The crude product was purified by preparative TLC(CH2Cl2/MeOH=9/1) to afford the desired prod...